This data is from the Open Reaction Database (ORD), a public repository of structured organic reaction records. The task is: describe an organic reaction: reactants, conditions, products, and yield As a reaction SMILES: [Cl:1][C:2]1[CH:7]=[CH:6][C:5]([C:8]2[N:16]([CH2:17][C:18]([N:20]([C:22]3[CH:27]=[CH:26][C:25]([N:28]([CH3:30])[CH3:29])=[CH:24][CH:23]=3)[CH3:21])=[O:19])[C:11]3=[N:12][CH:13]=[CH:14][CH:15]=[C:10]3[N:9]=2)=[CH:4][CH:3]=1.Cl.C(OC(C)C)(C)C>C(O)(C)C>[OH2:19].[ClH:1].[Cl:1][C:2]1[CH:7]=[CH:6][C:5]([C:8]2[N:16]([CH2:17][C:18]([N:20]([C:22]3[CH:23]=[CH:24][C:25]([N:28]([CH3:30])[CH3:29])=[CH:26][CH:27]=3)[CH3:21])=[O:19])[C:11]3=[N:12][CH:13]=[CH:14][CH:15]=[C:10]3[N:9]=2)=[CH:4][CH:3]=1 |f:4.5.6|. Procedure: A solution of 2-(4-chlorophenyl)-N-[4-(dimethylamino)phenyl]-N-methyl-3H-imidazo[4,5-b]pyridine-3-acetamide (5.6 g, 0.0133 mole) is hot isopropyl alcohol was acidified with hydrogen chloride in isopropyl alcohol. Isopropyl ether was added to precipitate a solid. The solid was collected by filtration, rinsed with isopropyl ether, and dried under high vacuum to give 3.74 g (52%) of title compound, mp 120°-132° C. (shrinks), 150°-155° C. (melts). Yields the product O.Cl.ClC1=CC=C(C=C1)C1=NC=2C(=NC=CC2)N1CC(=O)N(C)C1=CC=C(C=C1)N(C)C (2-(4-Chlorophenyl)-N-[4-(dimethylamino)phenyl]-N-methyl-3H-imidazo[4,5-b]pyridine-3-acetamide hydrochloride hydrate). The yield is 118.6%. The solvent is C(C)(C)O (isopropyl alcohol), C(C)(C)O (isopropyl alcohol). Starting materials: ClC1=CC=C(C=C1)C1=NC=2C(=NC=CC2)N1CC(=O)N(C)C1=CC=C(C=C1)N(C)C (2-(4-chlorophenyl)-N-[4-(dimethylamino)phenyl]-N-methyl-3H-imidazo[4,5-b]pyridine-3-acetamide), Cl (hydrogen chloride), C(C)(C)OC(C)C (Isopropyl ether). Starting materials: O=C([O-])[O-], CC(C)=O, ClC(Cl)Cl, CI, [K+], [K+], O=C1NC(=O)C(=C(CO)c2cccc3ccccc23)S1. Product: CN1C(=O)SC(=C(CO)c2cccc3ccccc23)C1=O. Reaction SMILES: [C:21](=[O:22])([O-:23])[O-:24].[CH3:29][C:30](=[O:31])[CH3:32].[CH:33]([Cl:34])([Cl:35])[Cl:36].[I:27][CH3:28].[K+:25].[K+:26].[OH:1][CH2:2][C:3]([c:4]1[cH:5][cH:6][cH:7][c:8]2[cH:9][cH:10][cH:11][cH:12][c:13]12)=[C:14]1[C:15](=[O:20])[NH:16][C:17](=[O:19])[S:18]1>>[OH:1][CH2:2][C:3]([c:4]1[cH:5][cH:6][cH:7][c:8]2[cH:9][cH:10][cH:11][cH:12][c:13]12)=[C:14]1[C:15](=[O:20])[N:16]([CH3:21])[C:17](=[O:19])[S:18]1. Reactants: COC=1C=C(C(=O)CC#N)C=C(C1OC)OC (3,4,5-trimethoxybenzoylacetonitrile), CS(=O)C (DMSO), [N+](=O)(O)[O-].NC(=N)N (guanidine nitrate), [H-].[Na+] (sodium hydride), CI (methyl iodide). Run in C(=S)=S (carbon disulphide), C(C)N(CC)CC (triethylamine), CN(C)C=O (DMF). The product is NC1=NC(=C(C(=N1)SC)C#N)C1=CC(=C(C(=C1)OC)OC)OC (2-Amino-4-methylsulfanyl-6-(3,4,5-trimethoxy-phenyl)-pyrimidine-5-carbonitrile). Reaction SMILES: [CH3:1][O:2][C:3]1[CH:4]=[C:5]([CH:11]=[C:12]([O:16][CH3:17])[C:13]=1[O:14][CH3:15])[C:6]([CH2:8][C:9]#[N:10])=O.[H-].[Na+].CI.[N+]([O-])(O)=O.[NH2:26][C:27]([NH2:29])=[NH:28].[CH3:30][S:31]([CH3:33])=O>CN(C=O)C.C(N(CC)CC)C.C(=S)=S>[NH2:28][C:27]1[N:29]=[C:30]([S:31][CH3:33])[C:8]([C:9]#[N:10])=[C:6]([C:5]2[CH:4]=[C:3]([O:2][CH3:1])[C:13]([O:14][CH3:15])=[C:12]([O:16][CH3:17])[CH:11]=2)[N:26]=1 |f:1.2,4.5|. Procedure details: From 3,4,5-trimethoxybenzoylacetonitrile with sodium hydride, carbon disulphide and methyl iodide in DMSO. Then treatment with guanidine nitrate and triethylamine in DMF. EI-MS m/e (%): 332 (M+, 100), 317 ([M—CH3]+, 36). Reactants: FC(C(=O)O)(F)F (trifluroacetic acid), ClC=1C=C(C=CC1C(=O)OC(C)C)C(C(C(=O)OC(C)(C)C)CCCCCCCCCCCCCCCC)=O (1,1-dimethylethyl 3-chloro-α-hexadecyl-4-(1-methylethoxycarbonyl)-β-oxobenzenepropanoate), O (water). Solvent: C(Cl)Cl (methylene chloride). Reaction conditions: time 1.5 hour. Product: ClC1=C(C(=O)OC(C)C)C=CC(=C1)C(CCCCCCCCCCCCCCCCC)=O (1-methylethyl 2-chloro-4-(1-oxooctadecyl)benzoate). Yield: 97.9%. Reaction SMILES: [Cl:1][C:2]1[CH:3]=[C:4]([C:14](=[O:39])[CH:15]([CH2:23][CH2:24][CH2:25][CH2:26][CH2:27][CH2:28][CH2:29][CH2:30][CH2:31][CH2:32][CH2:33][CH2:34][CH2:35][CH2:36][CH2:37][CH3:38])C(OC(C)(C)C)=O)[CH:5]=[CH:6][C:7]=1[C:8]([O:10][CH:11]([CH3:13])[CH3:12])=[O:9].FC(F)(F)C(O)=O.O>C(Cl)Cl>[Cl:1][C:2]1[CH:3]=[C:4]([C:14](=[O:39])[CH2:15][CH2:23][CH2:24][CH2:25][CH2:26][CH2:27][CH2:28][CH2:29][CH2:30][CH2:31][CH2:32][CH2:33][CH2:34][CH2:35][CH2:36][CH2:37][CH3:38])[CH:5]=[CH:6][C:7]=1[C:8]([O:10][CH:11]([CH3:13])[CH3:12])=[O:9]. Procedure: 335 mg of product from Example 9 was dissolved in 10 ml of methylene chloride and 10 ml of trifluroacetic acid was added. The reaction mixture was stirred at room temperature for 1.5 hours and added to 20 ml of water. The organic layer was separated and dried over sodium sulfate. The solvent was removed using a rotary evaporator to give 270 mg of the titled product. The reactants are CC1(C)CC=Cc2c(CO[Si](C)(C)C(C)(C)C)cccc2C1, CCCC[N+](CCCC)(CCCC)CCCC, [F-], C1CCOC1, O. Product: CC1(C)CC=Cc2c(CO)cccc2C1. As a reaction SMILES: [C:1]([Si:2]([CH3:3])([CH3:4])[O:8][CH2:9][c:10]1[cH:11][cH:12][cH:13][c:14]2[c:15]1[CH:16]=[CH:17][CH2:18][C:19]([CH3:21])([CH3:22])[CH2:20]2)([CH3:5])([CH3:6])[CH3:7].[CH3:24][CH2:25][CH2:26][CH2:27][N+:28]([CH2:29][CH2:30][CH2:31][CH3:32])([CH2:33][CH2:34][CH2:35][CH3:36])[CH2:37][CH2:38][CH2:39][CH3:40].[F-:23].[O:42]1[CH2:43][CH2:44][CH2:45][CH2:46]1.[OH2:41]>>[OH:8][CH2:9][c:10]1[cH:11][cH:12][cH:13][c:14]2[c:15]1[CH:16]=[CH:17][CH2:18][C:19]([CH3:21])([CH3:22])[CH2:20]2. Reactants: ClCCCOC1=CC=C(C2=CC=CC=C12)NC(C1=CC(=CC(=C1)N1CCCCC1)F)=O (N-[4-(3-chloropropoxy)-naphthalen-1-yl]-3-fluoro-5-piperidin-1-yl-benzamide), N1CCNCC1 (piperizine). Product: FC=1C=C(C(=O)NC2=CC=C(C3=CC=CC=C23)OCCCN2CCNCC2)C=C(C1)N1CCCCC1 (3-Fluoro-N-[4-(3-piperazin-1-yl-propoxy)-naphthalen-1-yl]-5-piperidin-1-yl-benzamide). Reaction SMILES: Cl[CH2:2][CH2:3][CH2:4][O:5][C:6]1[C:15]2[C:10](=[CH:11][CH:12]=[CH:13][CH:14]=2)[C:9]([NH:16][C:17](=[O:31])[C:18]2[CH:23]=[C:22]([N:24]3[CH2:29][CH2:28][CH2:27][CH2:26][CH2:25]3)[CH:21]=[C:20]([F:30])[CH:19]=2)=[CH:8][CH:7]=1.[NH:32]1[CH2:37][CH2:36][NH:35][CH2:34][CH2:33]1>>[F:30][C:20]1[CH:19]=[C:18]([CH:23]=[C:22]([N:24]2[CH2:29][CH2:28][CH2:27][CH2:26][CH2:25]2)[CH:21]=1)[C:17]([NH:16][C:9]1[C:10]2[C:15](=[CH:14][CH:13]=[CH:12][CH:11]=2)[C:6]([O:5][CH2:4][CH2:3][CH2:2][N:32]2[CH2:37][CH2:36][NH:35][CH2:34][CH2:33]2)=[CH:7][CH:8]=1)=[O:31]. Reported procedure: Compound is prepared from N-[4-(3-chloropropoxy)-naphthalen-1-yl]-3-fluoro-5-piperidin-1-yl-benzamide and piperizine according to conditions described in general procedure L. A yellow powder is produced (0.194 g, 69%). Mp: 70-72° C. 1H NMR (300 MHz, DMSO-d6) δ 10.24 (s, 1H), 8.23 (m, 1H), 7.86 (m, 1H), 7.55 (m, 2H), 7.45 (s, 1H), 7.42 (d, J=8.1Hz, 1H), 7.16 (d, J=9.0 Hz, 1H), 7.01 (d, J=8.4 Hz, 1H), 6.93 (s, 1H), 4.21 (t, J=6.0 Hz, 2H), 3.32 (m, 4H), 2.71 (t, J=4.5, 4H), 2.53 (m, 2H), 2.35 (brs,...